This data is from the Open Reaction Database (ORD), a public repository of structured organic reaction records. The task is: describe an organic reaction: reactants, conditions, products, and yield The reactants are 3d, BrC1=CN=C2N1N=C(C=C2)Cl (3-bromo-6-chloro-imidazo[1,2-b]pyridazine), [OH-].[K+] (potassium hydroxide). The solvent is COCCOC (1,2-dimethoxyethane), O (water). Product: BrC1=CN=C2N1NC(C=C2)=O (3-bromo-imidazo[1,2-b]pyridazin-6-one), yellow solid. RXN SMILES: [Br:1][C:2]1[N:6]2[N:7]=[C:8](Cl)[CH:9]=[CH:10][C:5]2=[N:4][CH:3]=1.[OH-:12].[K+]>COCCOC.O>[Br:1][C:2]1[N:6]2[NH:7][C:8](=[O:12])[CH:9]=[CH:10][C:5]2=[N:4][CH:3]=1 |f:1.2|. Reported procedure: To a solution of 3-bromo-6-chloro-imidazo[1,2-b]pyridazine [13526-66-4] (425.7 mg, 1.8 mmol) in 1,2-dimethoxyethane (9 mL) was added a solution of potassium hydroxide [1310-58-3] (185.4 mg, 2.8 mmol) in water (9.0 mL) and the stirred resultant solution heated to reflux under N2 for 3d, cooled and partitioned between ethyl acetate and water. The water phase was evaporated to dryness, taken up in methanol, filtered, and evaporated to yield 3-bromo-imidazo[1,2-b]pyridazin-6-one as 340 mg of yellow ...